The task is: describe an organic reaction: reactants, conditions, products, and yield. This data is from the Open Reaction Database (ORD), a public repository of structured organic reaction records. Reactants: Cc1ccccc1, Cc1ccc(NCCNc2cccc(Cl)c2)cc1, O=CC(Cl)(Cl)Cl, Cc1ccc(S(=O)(=O)O)cc1. Yields the product Cc1ccc(N2CCN(c3cccc(Cl)c3)C2C(Cl)(Cl)Cl)cc1. Reaction SMILES: [CH3:36][c:37]1[cH:38][cH:39][cH:40][cH:41][cH:42]1.[Cl:1][c:2]1[cH:3][c:4]([NH:8][CH2:9][CH2:10][NH:11][c:12]2[cH:13][cH:14][c:15]([CH3:18])[cH:16][cH:17]2)[cH:5][cH:6][cH:7]1.[O:19]=[CH:20][C:21]([Cl:22])([Cl:23])[Cl:24].[c:25]1([CH3:26])[cH:27][cH:28][c:29]([S:30]([OH:31])(=[O:32])=[O:33])[cH:34][cH:35]1>>[Cl:1][c:2]1[cH:3][c:4]([N:8]2[CH2:9][CH2:10][N:11]([c:12]3[cH:13][cH:14][c:15]([CH3:18])[cH:16][cH:17]3)[CH:20]2[C:21]([Cl:22])([Cl:23])[Cl:24])[cH:5][cH:6][cH:7]1. Starting materials: Cl.NC1=C(SC2=NC=3CNCC3C(=C12)C=1SC=CC1)C(=O)N (3-amino-4-thiophen-2-yl-6,7-dihydro-5H-1-thia-6,8-diaza-s-indacene-2-carboxylic acid amide hydrochloride), solution, C(C)(C)N(CC)C(C)C (diisopropylethylamine), ClCC(=O)Cl (2-chloroacetyl chloride). The solvent is CN(C)C=O (DMF), C1CCOC1 (THF), CN(C)C=O (DMF). Yields the product NC1=C(SC2=NC=3CN(CC3C(=C12)C=1SC=CC1)C(CCl)=O)C(=O)N (3-amino-6-(2-chloro-acetyl)-4-thiophen-2-yl-6,7-dihydro-5H-1-thia-6,8-diaza-s-indacene-2-carboxylic acid amide). RXN SMILES: Cl.[NH2:2][C:3]1[C:14]2[C:6](=[N:7][C:8]3[CH2:9][NH:10][CH2:11][C:12]=3[C:13]=2[C:15]2[S:16][CH:17]=[CH:18][CH:19]=2)[S:5][C:4]=1[C:20]([NH2:22])=[O:21].C(N(C(C)C)CC)(C)C.[Cl:32][CH2:33][C:34](Cl)=[O:35]>CN(C=O)C.C1COCC1>[NH2:2][C:3]1[C:14]2[C:6](=[N:7][C:8]3[CH2:9][N:10]([C:34](=[O:35])[CH2:33][Cl:32])[CH2:11][C:12]=3[C:13]=2[C:15]2[S:16][CH:17]=[CH:18][CH:19]=2)[S:5][C:4]=1[C:20]([NH2:22])=[O:21] |f:0.1|. Reported procedure: To 50 mg (0.158 mmol) of 3-amino-4-thiophen-2-yl-6,7-dihydro-5H-1-thia-6,8-diaza-s-indacene-2-carboxylic acid amide hydrochloride in 3.0 ml of DMF was added dropwise 0.32 ml of 1.0 M solution containing diisopropylethylamine (DIPEA) in THF and (0.16 mmol) of 2-chloroacetyl chloride in 1.0 ml of DMF, according to standard procedures. The resulting mixture was continuously stirred at room temperature for several hours, and the progress of the reaction was monitored by TLC. The solvent was removed ...